From a dataset of the Open Reaction Database (ORD), a public repository of structured organic reaction records. describe an organic reaction: reactants, conditions, products, and yield Starting materials: O=C(c1ccccc1Br)N1CCNCC1, CC(C)(C)OC(=O)CC(=O)[O-], CCN=C=NCCCN(C)C, CCN(C(C)C)C(C)C, Cl, Cl, [Li+], CN(C)C=O, O, On1nnc2ccccc21. Product: CC(C)(C)OC(=O)CC(=O)N1CCN(C(=O)c2ccccc2Br)CC1. As a reaction SMILES: [Br:45][c:46]1[c:47]([C:52](=[O:53])[N:54]2[CH2:55][CH2:56][NH:57][CH2:58][CH2:59]2)[cH:48][cH:49][cH:50][cH:51]1.[C:20]([CH3:21])([CH3:22])([CH3:23])[O:24][C:25](=[O:26])[CH2:27][C:28](=[O:29])[O-:30].[CH3:32][CH2:33][N:34]=[C:35]=[N:36][CH2:37][CH2:38][CH2:39][N:40]([CH3:41])[CH3:42].[CH:11]([N:12]([CH2:13][CH3:14])[CH:15]([CH3:16])[CH3:17])([CH3:18])[CH3:19].[ClH:43].[ClH:44].[Li+:31].[O:60]=[CH:61][N:62]([CH3:63])[CH3:64].[OH2:65].[OH:1][n:2]1[c:3]2[c:4]([cH:5][cH:6][cH:7][cH:8]2)[n:9][n:10]1>>[C:20]([CH3:21])([CH3:22])([CH3:23])[O:24][C:25](=[O:26])[CH2:27][C:28](=[O:30])[N:57]1[CH2:56][CH2:55][N:54]([C:52]([c:47]2[c:46]([Br:45])[cH:51][cH:50][cH:49][cH:48]2)=[O:53])[CH2:59][CH2:58]1.